This data is from the Open Reaction Database (ORD), a public repository of structured organic reaction records. The task is: describe an organic reaction: reactants, conditions, products, and yield The reactants are O (water), C[C@H]1[C@H](CCCC1)NC1=C2C(=NC=C1C(=O)OCC)NC=C2 (ethyl 4-{[(1S,2R)-2-methylcyclohexyl]amino}-1H-pyrrolo[2,3-b]pyridine-5-carboxylate), [H-].[Na+] (sodium hydride), ClCOCC[Si](C)(C)C ([2-(chloromethoxy)ethyl](trimethyl)silane). The solvent is CCOC(=O)C (EtOAc), CN(C=O)C (N,N-dimethylformamide). Conditions: time 1 hour. Product: C[C@H]1[C@H](CCCC1)NC1=C2C(=NC=C1C(=O)OCC)N(C=C2)COCC[Si](C)(C)C (ethyl 4-{[(1S,2R)-2-methylcyclohexyl]amino}-1-{[2-(trimethylsilyl)ethoxy]methyl}-1H-pyrrolo[2,3-b]pyridine-5-carboxylate). As a reaction SMILES: [CH3:1][C@@H:2]1[CH2:7][CH2:6][CH2:5][CH2:4][C@@H:3]1[NH:8][C:9]1[C:14]([C:15]([O:17][CH2:18][CH3:19])=[O:16])=[CH:13][N:12]=[C:11]2[NH:20][CH:21]=[CH:22][C:10]=12.[H-].[Na+].Cl[CH2:26][O:27][CH2:28][CH2:29][Si:30]([CH3:33])([CH3:32])[CH3:31].O>CN(C)C=O.CCOC(C)=O>[CH3:1][C@@H:2]1[CH2:7][CH2:6][CH2:5][CH2:4][C@@H:3]1[NH:8][C:9]1[C:14]([C:15]([O:17][CH2:18][CH3:19])=[O:16])=[CH:13][N:12]=[C:11]2[N:20]([CH2:26][O:27][CH2:28][CH2:29][Si:30]([CH3:33])([CH3:32])[CH3:31])[CH:21]=[CH:22][C:10]=12 |f:1.2|. Reported procedure: To a solution of ethyl 4-{[(1S,2R)-2-methylcyclohexyl]amino}-1H-pyrrolo[2,3-b]pyridine-5-carboxylate (3.8 g) in N,N-dimethylformamide (76 mL) was added 60% sodium hydride (580 mg) at 4° C. The mixture was stirred at the same temperature for 1 hour. To the mixture was added [2-(chloromethoxy)ethyl](trimethyl)silane (2.55 mL) and the solution was stirred at ambient temperature for 1 hour. To the solution was added water and EtOAc. The mixture was extracted with EtOAc and washed with brine. The ext... The reactants are O=C([O-])O, CCOC(C)=O, Cc1cnnc2c1C(=O)CC(c1ccccc1Cl)C2, O=C(OO)c1cccc(Cl)c1, O=N[O-], [Na+], [Na+], c1ccccc1. Yields the product Cc1cn[n+]([O-])c2c1C(=O)CC(c1ccccc1Cl)C2. RXN SMILES: [C:31](=[O:32])([O-:33])[OH:34].[CH3:46][CH2:47][O:48][C:49](=[O:50])[CH3:51].[Cl:1][c:2]1[c:3]([CH:8]2[CH2:9][C:10](=[O:19])[c:11]3[c:12]([CH3:18])[cH:13][n:14][n:15][c:16]3[CH2:17]2)[cH:4][cH:5][cH:6][cH:7]1.[Cl:20][c:21]1[cH:22][cH:23][cH:24][c:25]([C:26]([O:27][OH:29])=[O:28])[cH:30]1.[N:36]([O-:37])=[O:38].[Na+:35].[Na+:39].[cH:40]1[cH:41][cH:42][cH:43][cH:44][cH:45]1>>[Cl:1][c:2]1[c:3]([CH:8]2[CH2:9][C:10](=[O:19])[c:11]3[c:12]([CH3:18])[cH:13][n:14][n+:15]([O-:28])[c:16]3[CH2:17]2)[cH:4][cH:5][cH:6][cH:7]1. Reactants: CC1(CCCCC1)CO ((1-methylcyclohexyl)methanol), ClC=1C(=CC(=C(C(=O)OC(C)(C)C)C1)F)F (tert-butyl 5-chloro-2,4-difluorobenzoate), C([O-])([O-])=O.[Cs+].[Cs+] (cesium carbonate). Run in CS(=O)C (dimethylsulfoxide). Run at temperature 70 celsius, time 16 hour. The product is ClC=1C(=CC(=C(C(=O)OC(C)(C)C)C1)F)OCC1(CCCCC1)C (tert-butyl 5-chloro-2-fluoro-4-((1-methylcyclohexyl)-methoxy)benzoate). Yield: 45.2%. RXN SMILES: [CH3:1][C:2]1([CH2:8][OH:9])[CH2:7][CH2:6][CH2:5][CH2:4][CH2:3]1.[Cl:10][C:11]1[C:12](F)=[CH:13][C:14]([F:24])=[C:15]([CH:23]=1)[C:16]([O:18][C:19]([CH3:22])([CH3:21])[CH3:20])=[O:17].C(=O)([O-])[O-].[Cs+].[Cs+]>CS(C)=O>[Cl:10][C:11]1[C:12]([O:9][CH2:8][C:2]2([CH3:1])[CH2:7][CH2:6][CH2:5][CH2:4][CH2:3]2)=[CH:13][C:14]([F:24])=[C:15]([CH:23]=1)[C:16]([O:18][C:19]([CH3:20])([CH3:21])[CH3:22])=[O:17] |f:2.3.4|. Procedure details: To a solution of (1-methylcyclohexyl)methanol (4.98 g, 38.80 mmol) and tert-butyl 5-chloro-2,4-difluorobenzoate (20.67 g, 83.10 mmol) in anhydrous dimethylsulfoxide (80 mL) was added cesium carbonate (25.14 g, 77.20 mmol). The mixture was heated to 70° C. and stirred for 16 hours. The mixture was then cooled to ambient temperature, filtered through a pad of diatomaceous earth and the solid was washed with ethyl acetate. The combined organic layers were washed with water and brine; dried over anh... The reactants are [Si](C1=CC=CC=C1)(C1=CC=CC=C1)(C(C)(C)C)OCCOCNC(=O)C1=NC=C(C(=C1)C)C(S(=O)(=O)C1=CC=C(C=C1)F)C1=C(C=CC(=C1)F)F (N-[[2-(tert-butyldiphenylsilyloxy)ethoxy]methyl]-5-[(2,5-difluorophenyl)[(4-fluorophenyl)sulfonyl]methyl]-4-methylpyridine-2-carboxamide), C(C)(=O)O (acetic acid), [F-].C(CCC)[N+](CCCC)(CCCC)CCCC (tetrabutylammonium fluoride), [Cl-].[NH4+] (ammonium chloride), C(C)(=O)O (Acetic acid), [F-].C(CCC)[N+](CCCC)(CCCC)CCCC (tetrabutylammonium fluoride), C(C)(=O)O (Acetic acid), [F-].C(CCC)[N+](CCCC)(CCCC)CCCC (tetrabutylammonium fluoride). The solvent is O1CCCC1 (tetrahydrofuran). Reaction conditions: time 6 hour. Product: FC1=C(C=C(C=C1)F)C(C=1C(=CC(=NC1)C(=O)NCOCCO)C)S(=O)(=O)C1=CC=C(C=C1)F (5-[(2,5-Difluorophenyl)[(4-fluorophenyl)sulfonyl]methyl]-N-[(2-hydroxyethoxy)methyl]-4-methylpyridine-2-carboxamide). Yield: 93.4%. Reaction SMILES: [Si]([O:18][CH2:19][CH2:20][O:21][CH2:22][NH:23][C:24]([C:26]1[CH:31]=[C:30]([CH3:32])[C:29]([CH:33]([C:44]2[CH:49]=[C:48]([F:50])[CH:47]=[CH:46][C:45]=2[F:51])[S:34]([C:37]2[CH:42]=[CH:41][C:40]([F:43])=[CH:39][CH:38]=2)(=[O:36])=[O:35])=[CH:28][N:27]=1)=[O:25])(C(C)(C)C)(C1C=CC=CC=1)C1C=CC=CC=1.C(O)(=O)C.[F-].C([N+](CCCC)(CCCC)CCCC)CCC.[Cl-].[NH4+]>O1CCCC1>[F:51][C:45]1[CH:46]=[CH:47][C:48]([F:50])=[CH:49][C:44]=1[CH:33]([S:34]([C:37]1[CH:38]=[CH:39][C:40]([F:43])=[CH:41][CH:42]=1)(=[O:36])=[O:35])[C:29]1[C:30]([CH3:32])=[CH:31][C:26]([C:24]([NH:23][CH2:22][O:21][CH2:20][CH2:19][OH:18])=[O:25])=[N:27][CH:28]=1 |f:2.3,4.5|. Reported procedure: To a solution of N-[[2-(tert-butyldiphenylsilyloxy)ethoxy]methyl]-5-[(2,5-difluorophenyl)[(4-fluorophenyl)sulfonyl]methyl]-4-methylpyridine-2-carboxamide (56 mg, 0.076 mmol) and acetic acid (5 μl, 0.091 mmol) in tetrahydrofuran (5 ml), tetrabutylammonium fluoride (1 M tetrahydrofuran solution) (91 μl, 0.091 mmol) was added, and the mixture was stirred for 6 hours at room temperature. Acetic acid (5 μl, 0.091 mmol) and tetrabutylammonium fluoride (1 M tetrahydrofuran solution) (91 μl, 0.091 mmol)... Procedure details: prepared by reaction of benzofuran-4-carboxylic acid [(1S,3S,5S)-2-aza-bicyclo[3.1.0]hex-3-ylmethyl]-amide with 2-methyl-4-phenyl-pyrimidine-5-carboxylic acid. LC-MS (basic): tR=1.31 min; [M+H]+=453.2. Product: CC1=NC=C(C(=N1)C1=CC=CC=C1)C(=O)N1[C@H]2C[C@H]2C[C@H]1CNC(=O)C=1C=CC=C2C1C=CO2 (benzofuran-4-carboxylic acid [(1S,3S,5S)-2-(2-methyl-4-phenyl-pyrimidine-5-carbonyl)-2-aza-bicyclo[3.1.0]hex-3-ylmethyl]-amide). RXN SMILES: [C@H:1]12[CH2:6][C@H:5]1[CH2:4][C@@H:3]([CH2:7][NH:8][C:9]([C:11]1[CH:12]=[CH:13][CH:14]=[C:15]3[O:19][CH:18]=[CH:17][C:16]=13)=[O:10])[NH:2]2.[CH3:20][C:21]1[N:26]=[C:25]([C:27]2[CH:32]=[CH:31][CH:30]=[CH:29][CH:28]=2)[C:24]([C:33](O)=[O:34])=[CH:23][N:22]=1>>[CH3:20][C:21]1[N:26]=[C:25]([C:27]2[CH:32]=[CH:31][CH:30]=[CH:29][CH:28]=2)[C:24]([C:33]([N:2]2[C@H:3]([CH2:7][NH:8][C:9]([C:11]3[CH:12]=[CH:13][CH:14]=[C:15]4[O:19][CH:18]=[CH:17][C:16]=34)=[O:10])[CH2:4][C@H:5]3[C@@H:1]2[CH2:6]3)=[O:34])=[CH:23][N:22]=1. Reactants: [C@H]12N[C@@H](C[C@@H]2C1)CNC(=O)C=1C=CC=C2C1C=CO2 (benzofuran-4-carboxylic acid [(1S,3S,5S)-2-aza-bicyclo[3.1.0]hex-3-ylmethyl]-amide), CC1=NC=C(C(=N1)C1=CC=CC=C1)C(=O)O (2-methyl-4-phenyl-pyrimidine-5-carboxylic acid). The reactants are BrC1=CN(C2=CC(=CC=C12)S(=O)(=O)OC1=C(C(=C(C(=C1F)F)F)F)F)C (perfluorophenyl 3-bromo-1-methyl-1H-indole-6-sulfonate), CN1N=CC=C1C1=C(C=CC(=C1)C(F)(F)F)B(O)O ((2-(1-methyl-1H-pyrazol-5-yl)-4-(trifluoromethyl)phenyl)boronic acid), CN1N=CC=C1C1=C(C=CC(=C1)C(F)(F)F)B(O)O ((2-(1-methyl-1H-pyrazol-5-yl)-4-(trifluoromethyl)phenyl)boronic acid), P(=O)([O-])([O-])[O-].[K+].[K+].[K+] (potassium phosphate), Pd(AmPhos)2Cl2, BrC1=CN(C2=CC(=CC=C12)S(=O)(=O)OC1=C(C(=C(C(=C1F)F)F)F)F)C (perfluorophenyl 3-bromo-1-methyl-1H-indole-6-sulfonate), CN1N=CC=C1C1=C(C=CC(=C1)C(F)(F)F)B(O)O ((2-(1-methyl-1H-pyrazol-5-yl)-4-(trifluoromethyl)phenyl)boronic acid), P(=O)([O-])([O-])[O-].[K+].[K+].[K+] (potassium phosphate), Pd(AmPhos)2Cl2. Procedure details: The following reaction was conducted in two separate vials, and the reaction mixtures were combined before purification: A vial was charged with perfluorophenyl 3-bromo-1-methyl-1H-indole-6-sulfonate (52.1 mg, 0.114 mmol), (2-(1-methyl-1H-pyrazol-5-yl)-4-(trifluoromethyl)phenyl)boronic acid (Intermediate G) (40.1 mg, 0.148 mmol), potassium phosphate (72.7 mg, 0.343 mmol), Pd(AmPhos)2Cl2 (4.04 mg, 5.71 μmol), 1,4-dioxane (428 μl), and water (143 μl). The vial was flushed with Ar, sealed, and heat... Yield: 364.9%. The product is CN1C=C(C2=CC=C(C=C12)S(=O)(=O)OC1=C(C(=C(C(=C1F)F)F)F)F)C1=C(C=C(C=C1)C(F)(F)F)C1=CC=NN1C (perfluorophenyl 1-methyl-3-(2-(1-methyl-1H-pyrazol-5-yl)-4-(trifluoromethyl)phenyl)-1H-indole-6-sulfonate). Reaction SMILES: Br[C:2]1[C:10]2[C:5](=[CH:6][C:7]([S:11]([O:14][C:15]3[C:20]([F:21])=[C:19]([F:22])[C:18]([F:23])=[C:17]([F:24])[C:16]=3[F:25])(=[O:13])=[O:12])=[CH:8][CH:9]=2)[N:4]([CH3:26])[CH:3]=1.[CH3:27][N:28]1[C:32]([C:33]2[CH:38]=[C:37]([C:39]([F:42])([F:41])[F:40])[CH:36]=[CH:35][C:34]=2B(O)O)=[CH:31][CH:30]=[N:29]1.P([O-])([O-])([O-])=O.[K+].[K+].[K+]>O.O1CCOCC1>[CH3:26][N:4]1[C:5]2[C:10](=[CH:9][CH:8]=[C:7]([S:11]([O:14][C:15]3[C:20]([F:21])=[C:19]([F:22])[C:18]([F:23])=[C:17]([F:24])[C:16]=3[F:25])(=[O:13])=[O:12])[CH:6]=2)[C:2]([C:34]2[CH:35]=[CH:36][C:37]([C:39]([F:42])([F:40])[F:41])=[CH:38][C:33]=2[C:32]2[N:28]([CH3:27])[N:29]=[CH:30][CH:31]=2)=[CH:3]1 |f:2.3.4.5|. Conditions: temperature 90 celsius. Solvent: O (water), O1CCOCC1 (1,4-dioxane), O (water), O1CCOCC1 (1,4-dioxane).